Dataset: the Open Reaction Database (ORD), a public repository of structured organic reaction records. Task: describe an organic reaction: reactants, conditions, products, and yield Starting materials: C(C)(=O)N(C(C1=CC=C(C=C1)OCCCCCCCCCCCCCC)=O)CC1=NC=CC=C1 (N-Acetyl-N-(2-pyridinylmethyl)-4-(tetradecyloxy)benzamide), C(C1=CC=CC=C1)Br (benzyl bromide). Run in C(C)#N (acetonitrile). Conditions: time 17.5 hour. Yields the product [Br-].C(C)(=O)N(C(C1=CC=C(C=C1)OCCCCCCCCCCCCCC)=O)CC1=[N+](C=CC=C1)CC1=CC=CC=C1 (2-[[Acetyl[4-(tetradecyloxy)benzoyl]amino]methyl]-1-(phenylmethyl)pyridinium bromide). Yield: 50.2%. Reaction SMILES: [C:1]([N:4]([CH2:28][C:29]1[CH:34]=[CH:33][CH:32]=[CH:31][N:30]=1)[C:5](=[O:27])[C:6]1[CH:11]=[CH:10][C:9]([O:12][CH2:13][CH2:14][CH2:15][CH2:16][CH2:17][CH2:18][CH2:19][CH2:20][CH2:21][CH2:22][CH2:23][CH2:24][CH2:25][CH3:26])=[CH:8][CH:7]=1)(=[O:3])[CH3:2].[CH2:35]([Br:42])[C:36]1[CH:41]=[CH:40][CH:39]=[CH:38][CH:37]=1>C(#N)C>[Br-:42].[C:1]([N:4]([CH2:28][C:29]1[CH:34]=[CH:33][CH:32]=[CH:31][N+:30]=1[CH2:35][C:36]1[CH:41]=[CH:40][CH:39]=[CH:38][CH:37]=1)[C:5](=[O:27])[C:6]1[CH:7]=[CH:8][C:9]([O:12][CH2:13][CH2:14][CH2:15][CH2:16][CH2:17][CH2:18][CH2:19][CH2:20][CH2:21][CH2:22][CH2:23][CH2:24][CH2:25][CH3:26])=[CH:10][CH:11]=1)(=[O:3])[CH3:2] |f:3.4|. Procedure details: A mixture of 0.75 g of product from Example 5, 0.412 g of benzyl bromide and 3 ml of acetonitrile is stirred at room temperature for 17.5 hours then heated, in a sealed tube, at 100° C. for 21.25 hours. The cooled reaction mixture is concentrated in vacuo and the residue purified by column chromatography (silica gel: 10% methyl alcohol/chloroform) to give 0.515 g of the desired product. Starting materials: C(C)(C)=C1C2C=CC1C1=C(C=CC=C21)[N+](=O)[O-] (9-isopropylidene-5-nitro-1,4-dihydro-1,4-methano-naphthalene). The reagents and catalysts are [Rh] (rhodium). The solvent is O1CCCC1 (tetrahydrofuran). Run at time 4 day. Product: C(C)(C)C1C2CCC1C1=C(C=CC=C21)N (9-Isopropyl-1,2,3,4-tetrahydro-1,4-methano-naphthalen-5-ylamine). RXN SMILES: [C:1](=[C:4]1[CH:8]2[C:9]3[C:14]([CH:5]1[CH:6]=[CH:7]2)=[CH:13][CH:12]=[CH:11][C:10]=3[N+:15]([O-])=O)([CH3:3])[CH3:2]>O1CCCC1.[Rh]>[CH:1]([CH:4]1[CH:8]2[C:9]3[C:14]([CH:5]1[CH2:6][CH2:7]2)=[CH:13][CH:12]=[CH:11][C:10]=3[NH2:15])([CH3:3])[CH3:2]. Procedure details: 9-Isopropylidene-5-nitro-1,4-dihydro-1,4-methano-naphthalene (5) (6.5 g, 29 mmol) was stirred in tetrahydrofuran (150 mL) at room temperature with rhodium (5%) on carbon (3 g). The head space was evacuated and was replaced with hydrogen. Positive pressure was maintained by the use of a balloon filled with hydrogen. After 4 days, the reaction mixture was filtered and was evaporated to afford the title compound as an 87:13 syn:anti mixture (5.6 g, 97.4%) as a pale brown oil: 1H NMR (600 MHz, CDCl3...